The task is: describe an organic reaction: reactants, conditions, products, and yield. This data is from the Open Reaction Database (ORD), a public repository of structured organic reaction records. Starting materials: C(C)N(C(C1=CC=C(C=C1)C(C1=CC(=CC=C1)O[Si](C)(C)C(C)(C)C)Cl)=O)CC (N,N-diethyl-4-(3-(t-butyldimethylsilyloxy)-α-chlorobenzyl)benzamide), C[C@@H]1NC[C@@H](NC1)C ((+)-(2S,5S)-2,5-dimethylpiperazine), N[C@@H](C)C(=O)N[C@@H](C)C(=O)O.O=C1C(NCCN1)=O (L-Ala-L-Ala diketopiperazine). Solvent: C1(=CC=CC=C1)C (toluene). Yields the product C(C)N(C(C1=CC=C(C=C1)C(C1=CC(=CC=C1)O[Si](C)(C)C(C)(C)C)N1[C@H](CN[C@H](C1)C)C)=O)CC (N,N-diethyl-4-(3-(tert-butyldimethylsilyloxy)-α-((2S,5S)-2.5-dimethyl-1-piperazinyl)benzyl)benzamide). Isolated yield 22.1%. Reaction SMILES: [CH2:1]([N:3]([CH2:28][CH3:29])[C:4](=[O:27])[C:5]1[CH:10]=[CH:9][C:8]([CH:11](Cl)[C:12]2[CH:17]=[CH:16][CH:15]=[C:14]([O:18][Si:19]([C:22]([CH3:25])([CH3:24])[CH3:23])([CH3:21])[CH3:20])[CH:13]=2)=[CH:7][CH:6]=1)[CH3:2].[CH3:30][C@H:31]1[CH2:36][NH:35][C@@H:34]([CH3:37])[CH2:33][NH:32]1.N[C@H](C(N[C@H](C(O)=O)C)=O)C.O=C1NCCNC1=O>C1(C)C=CC=CC=1>[CH2:1]([N:3]([CH2:28][CH3:29])[C:4](=[O:27])[C:5]1[CH:10]=[CH:9][C:8]([CH:11]([N:32]2[CH2:33][C@H:34]([CH3:37])[NH:35][CH2:36][C@@H:31]2[CH3:30])[C:12]2[CH:17]=[CH:16][CH:15]=[C:14]([O:18][Si:19]([C:22]([CH3:25])([CH3:24])[CH3:23])([CH3:21])[CH3:20])[CH:13]=2)=[CH:7][CH:6]=1)[CH3:2] |f:2.3|. Procedure details: A mixture of 15.65 g (36 mmol) of N,N-diethyl-4-(3-(t-butyldimethylsilyloxy)-α-chlorobenzyl)benzamide, prepared as described in Example 11, 7.22 g (65 mmol) of (+)-(2S,5S)-2,5-dimethylpiperazine, prepared from L-Ala-L-Ala-diketopiperazine (Bachem Chemicals, Philadelphia, Pa.) as described by Jung and Rohloff (J. Org. Chem. 50, 4909-13 (1985)), and 3 mL of toluene was heated as in Example 1. The product was purified by chromatography on silica gel (Waters Prep 500 with dichloromethane containing ... Starting materials: ClC1=NC2=CC=C(C=C2C=C1C(=O)O)Cl (2,6-dichloroquinoline-3-carboxylic acid), NC(C(=O)O)CC1=CC=C(C=C1)C#CC1=CC=CC=C1 (2-amino-3-(4-phenylethynyl-phenyl)-propionic acid). Product: C(=O)(O)C(CC1=CC=C(C=C1)C#CC1=CC=CC=C1)NC1=NC2=CC=C(C=C2C=C1C(=O)O)Cl (2-[1-Carboxy-2-(4-phenylethynyl-phenyl)-ethylamino]-6-chloro-quinoline-3-carboxylic acid). RXN SMILES: Cl[C:2]1[C:11]([C:12]([OH:14])=[O:13])=[CH:10][C:9]2[C:4](=[CH:5][CH:6]=[C:7]([Cl:15])[CH:8]=2)[N:3]=1.[NH2:16][CH:17]([CH2:21][C:22]1[CH:27]=[CH:26][C:25]([C:28]#[C:29][C:30]2[CH:35]=[CH:34][CH:33]=[CH:32][CH:31]=2)=[CH:24][CH:23]=1)[C:18]([OH:20])=[O:19]>>[C:18]([CH:17]([NH:16][C:2]1[C:11]([C:12]([OH:14])=[O:13])=[CH:10][C:9]2[C:4](=[CH:5][CH:6]=[C:7]([Cl:15])[CH:8]=2)[N:3]=1)[CH2:21][C:22]1[CH:27]=[CH:26][C:25]([C:28]#[C:29][C:30]2[CH:35]=[CH:34][CH:33]=[CH:32][CH:31]=2)=[CH:24][CH:23]=1)([OH:20])=[O:19]. Procedure details: In close analogy to the procedure described in Example 1, 2,6-dichloroquinoline-3-carboxylic acid is reacted with 2-amino-3-(4-phenylethynyl-phenyl)-propionic acid to provide the title compound in good yield. RXN SMILES: [NH:1]1[C:5]2[CH:6]=[CH:7][CH:8]=[CH:9][C:4]=2[N:3]=[C:2]1[NH:10][CH:11]1[CH2:16][CH2:15][N:14]([C:17]([O:19][CH2:20][CH3:21])=[O:18])[CH2:13][CH2:12]1.CN(C)C=O.[H-].[Na+].[Si:29]([O:36][CH2:37][CH2:38]I)([C:32]([CH3:35])([CH3:34])[CH3:33])([CH3:31])[CH3:30]>CO.ClCCl.ClCCl.O1CCCC1>[Si:29]([O:36][CH2:37][CH2:38][N:1]1[C:5]2[CH:6]=[CH:7][CH:8]=[CH:9][C:4]=2[N:3]=[C:2]1[NH:10][CH:11]1[CH2:16][CH2:15][N:14]([C:17]([O:19][CH2:20][CH3:21])=[O:18])[CH2:13][CH2:12]1)([C:32]([CH3:35])([CH3:34])[CH3:33])([CH3:31])[CH3:30] |f:2.3,5.6|. The reactants are N1C(=NC2=C1C=CC=C2)NC2CCN(CC2)C(=O)OCC ((1H-benzimidazol-2-yl)(1-(ethoxycarbonyl)piperidin-4-yl)amine), [Si](C)(C)(C(C)(C)C)OCCI (2-(t-butyldimethylsilyloxy) ethyl iodide), CN(C=O)C (dimethylformamide), [H-].[Na+] (sodium hydride). Run in O1CCCC1 (tetrahydrofuran), CO.ClCCl (methanol dichloromethane), ClCCl (dichloromethane). Reported procedure: Combine (1H-benzimidazol-2-yl)(1-(ethoxycarbonyl)piperidin-4-yl)amine (4.00 g, 13.87 mmol) and dimethylformamide (12 mL) and tetrahydrofuran (60 mL). Cool in an ice-bath. Add sodium hydride (24 mg, 15.3 mmol). After 24 hours, add 2-(t-butyldimethylsilyloxy) ethyl iodide (3.97 g, 13.87 mmol). After 60 hours, add ice to quench the reaction. Evaporate the quenched reaction mixture in vacuo to remove most of the tetrahydrofuran. Partition the evaporated reaction mixture between water and ethyl aceta... Conditions: time 24 hour. The product is [Si](C)(C)(C(C)(C)C)OCCN1C(=NC2=C1C=CC=C2)NC2CCN(CC2)C(=O)OCC ((1-(2-(t-butyldimethylsilyloxy)ethyl)-1H-benzimidazol-2-yl)(1-(ethoxycarbonyl)piperidin-4-yl)amine). Reactants: CN(C)C=O, CCOCC, COc1ccc(F)cc1C(C)(C)CC1(C(F)(F)F)CO1, NC(=O)c1ccccc1N. Yields the product COc1ccc(F)cc1C(C)(C)CC(O)(CNc1ccccc1C(N)=O)C(F)(F)F. Reaction SMILES: [CH3:31][N:32]([CH3:33])[CH:34]=[O:35].[CH3:36][CH2:37][O:38][CH2:39][CH3:40].[F:1][c:2]1[cH:3][cH:4][c:5]([O:19][CH3:20])[c:6]([C:8]([CH2:9][C:10]2([C:13]([F:14])([F:15])[F:16])[O:11][CH2:12]2)([CH3:17])[CH3:18])[cH:7]1.[NH2:21][c:22]1[c:23]([C:24](=[O:25])[NH2:26])[cH:27][cH:28][cH:29][cH:30]1>>[F:1][c:2]1[cH:3][cH:4][c:5]([O:19][CH3:20])[c:6]([C:8]([CH2:9][C:10]([OH:11])([CH2:12][NH:21][c:22]2[c:23]([C:24](=[O:25])[NH2:26])[cH:27][cH:28][cH:29][cH:30]2)[C:13]([F:14])([F:15])[F:16])([CH3:17])[CH3:18])[cH:7]1. Starting materials: O=Cc1ccc(C(=O)O)cc1, ClCCCl, CNCCN1CCC(OC(=O)Nc2ccccc2-c2ccccc2)CC1, ClCCl, On1nnc2ccccc21. Product: O=Cc1ccc(C(=O)CNCCN2CCC(OC(=O)Nc3ccccc3-c3ccccc3)CC2)cc1. RXN SMILES: [C:1](=[O:2])([OH:3])[c:4]1[cH:5][cH:6][c:7]([CH:8]=[O:9])[cH:10][cH:11]1.[CH2:12]([Cl:13])[CH2:14][Cl:15].[CH3:26][NH:27][CH2:28][CH2:29][N:30]1[CH2:31][CH2:32][CH:33]([O:36][C:37]([NH:38][c:39]2[c:40](-[c:45]3[cH:46][cH:47][cH:48][cH:49][cH:50]3)[cH:41][cH:42][cH:43][cH:44]2)=[O:51])[CH2:34][CH2:35]1.[Cl:52][CH2:53][Cl:54].[OH:16][n:17]1[c:18]2[c:19]([cH:20][cH:21][cH:22][cH:23]2)[n:24][n:25]1>>[C:1](=[O:3])([c:4]1[cH:5][cH:6][c:7]([CH:8]=[O:9])[cH:10][cH:11]1)[CH2:26][NH:27][CH2:28][CH2:29][N:30]1[CH2:31][CH2:32][CH:33]([O:36][C:37]([NH:38][c:39]2[c:40](-[c:45]3[cH:46][cH:47][cH:48][cH:49][cH:50]3)[cH:41][cH:42][cH:43][cH:44]2)=[O:51])[CH2:34][CH2:35]1. Reactants: COC(=O)c1cc(C)cc(Oc2cccc(C(F)(F)F)c2)n1, CO, NN, O. Yields the product Cc1cc(Oc2cccc(C(F)(F)F)c2)nc(C(=O)NN)c1. RXN SMILES: [CH3:1][O:2][C:3]([c:4]1[cH:5][c:6]([CH3:21])[cH:7][c:8]([O:10][c:11]2[cH:12][c:13]([C:17]([F:18])([F:19])[F:20])[cH:14][cH:15][cH:16]2)[n:9]1)=[O:22].[CH3:26][OH:27].[NH2:24][NH2:25].[OH2:23]>>[O:2]=[C:3]([c:4]1[cH:5][c:6]([CH3:21])[cH:7][c:8]([O:10][c:11]2[cH:12][c:13]([C:17]([F:18])([F:19])[F:20])[cH:14][cH:15][cH:16]2)[n:9]1)[NH:24][NH2:25].